The task is: describe an organic reaction: reactants, conditions, products, and yield. This data is from the Open Reaction Database (ORD), a public repository of structured organic reaction records. Reactants: CCCC1CCC(C2CCC(=O)CC2)CC1, C1CCOC1, [Cl-], Fc1ccc(F)c(Br)c1, [Mg], [NH4+]. The product is CCCC1CCC(C2CCC(O)(c3cc(F)ccc3F)CC2)CC1. As a reaction SMILES: [CH2:11]([CH2:12][CH3:13])[CH:14]1[CH2:15][CH2:16][CH:17]([CH:20]2[CH2:21][CH2:22][C:23](=[O:26])[CH2:24][CH2:25]2)[CH2:18][CH2:19]1.[CH2:29]1[O:30][CH2:31][CH2:32][CH2:33]1.[Cl-:27].[F:1][c:2]1[c:3]([Br:9])[cH:4][c:5]([F:8])[cH:6][cH:7]1.[Mg:10].[NH4+:28]>>[F:1][c:2]1[c:3]([C:23]2([OH:26])[CH2:22][CH2:21][CH:20]([CH:17]3[CH2:16][CH2:15][CH:14]([CH2:11][CH2:12][CH3:13])[CH2:19][CH2:18]3)[CH2:25][CH2:24]2)[cH:4][c:5]([F:8])[cH:6][cH:7]1.